From a dataset of the Open Reaction Database (ORD), a public repository of structured organic reaction records. describe an organic reaction: reactants, conditions, products, and yield The product is CCCC[Sn](CCCC)(CCCC)c1c(CO)cccc1OC. RXN SMILES: [CH2:16]([CH2:17][CH2:18][CH3:19])[Sn:20]([CH2:21][CH2:22][CH2:23][CH3:24])([CH2:25][CH2:26][CH2:27][CH3:28])[Cl:29].[CH3:11][CH2:12][CH2:13][CH2:14][Li:15].[CH3:1][O:2][c:3]1[cH:4][c:5]([CH2:6][OH:7])[cH:8][cH:9][cH:10]1.[Cl-:30].[NH4+:31].[cH:32]1[cH:33][cH:34][cH:35][cH:36][cH:37]1>>[CH3:1][O:2][c:3]1[c:4]([Sn:20]([CH2:16][CH2:17][CH2:18][CH3:19])([CH2:21][CH2:22][CH2:23][CH3:24])[CH2:25][CH2:26][CH2:27][CH3:28])[c:5]([CH2:6][OH:7])[cH:8][cH:9][cH:10]1. Reactants: CCCC[Sn](Cl)(CCCC)CCCC, [Li]CCCC, COc1cccc(CO)c1, [Cl-], [NH4+], c1ccccc1. The reactants are N1=CC=C(C=C1)CCCBr (3-(4-pyridyl)propyl bromide), N1=CC(=CC=C1)CCCC#N (3-pyridinebutanenitrile). The product is hydrobromide salt, N1=CC=C(C=C1)CCCC#N (4-pyridinebutanenitrile). The yield is 51.0%. RXN SMILES: [N:1]1[CH:6]=[CH:5][CH:4]=[C:3](CCCC#N)[CH:2]=1.[N:12]1C=[CH:16][C:15](CCCBr)=[CH:14][CH:13]=1>>[N:1]1[CH:2]=[CH:3][C:4]([CH2:16][CH2:15][CH2:14][C:13]#[N:12])=[CH:5][CH:6]=1. Procedure: 4-Pyridinebutanenitrile was prepared according to the procedure employed in the synthesis of 3-pyridinebutanenitrile. From 73.1 g of the hydrobromide salt of 3-(4-pyridyl)propyl bromide there was obtained 19.35 g (51%) of 4-pyridinebutanenitrile, bp 140°-141° C./2.0 mm. Starting materials: ClC1=NC=CC(=C1)C#CC=1N=C(NC1)C (2-chloro-4-(2-methyl-1H-imidazol-4-ylethynyl)-pyridine), Br.BrCC1=NC=CC=C1 (2-(bromomethyl)pyridine hydrobromide). The product is N1=C(C=CC=C1)CN1C(=NC(=C1)C#CC1=CC(=NC=C1)Cl)C (4-[1-(Pyridin-2-ylmethyl)-2-methyl-1H-imidazol-4-ylethynyl]-2-chloro-pyridine). RXN SMILES: [Cl:1][C:2]1[CH:7]=[C:6]([C:8]#[C:9][C:10]2[N:11]=[C:12]([CH3:15])[NH:13][CH:14]=2)[CH:5]=[CH:4][N:3]=1.Br.Br[CH2:18][C:19]1[CH:24]=[CH:23][CH:22]=[CH:21][N:20]=1>>[N:20]1[CH:21]=[CH:22][CH:23]=[CH:24][C:19]=1[CH2:18][N:13]1[CH:14]=[C:10]([C:9]#[C:8][C:6]2[CH:5]=[CH:4][N:3]=[C:2]([Cl:1])[CH:7]=2)[N:11]=[C:12]1[CH3:15] |f:1.2|. Procedure: The title compound, MS: m/e=309.2 (M+H30), was prepared in accordance with the general method of example 1 from 2-chloro-4-(2-methyl-1H-imidazol-4-ylethynyl)-pyridine and 2-(bromomethyl)pyridine hydrobromide. As a reaction SMILES: [Br:1][c:2]1[cH:3][n:4][c:5]([NH:8][c:9]2[cH:10][cH:11][c:12]([C:13](=[O:14])[OH:15])[cH:16][cH:17]2)[n:6][cH:7]1.[CH2:43]1[O:44][CH2:45][CH2:46][O:47][CH2:48]1.[F:18][CH:19]([O:20][c:21]1[cH:22][cH:23][c:24]([B:27]2[O:28][C:29]([CH3:30])([CH3:31])[C:32]([CH3:33])([CH3:34])[O:35]2)[cH:25][cH:26]1)[F:36].[K+:37].[K+:38].[O-:39][C:40]([O-:41])=[O:42].[cH:49]1[cH:50][cH:51][c:52]([P:53]([Pd:54]([P:55]([c:56]2[cH:57][cH:58][cH:59][cH:60][cH:61]2)([c:62]2[cH:63][cH:64][cH:65][cH:66][cH:67]2)[c:68]2[cH:69][cH:70][cH:71][cH:72][cH:73]2)([P:74]([c:75]2[cH:76][cH:77][cH:78][cH:79][cH:80]2)([c:81]2[cH:82][cH:83][cH:84][cH:85][cH:86]2)[c:87]2[cH:88][cH:89][cH:90][cH:91][cH:92]2)[P:93]([c:94]2[cH:95][cH:96][cH:97][cH:98][cH:99]2)([c:100]2[cH:101][cH:102][cH:103][cH:104][cH:105]2)[c:106]2[cH:107][cH:108][cH:109][cH:110][cH:111]2)([c:112]2[cH:113][cH:114][cH:115][cH:116][cH:117]2)[c:118]2[cH:119][cH:120][cH:121][cH:122][cH:123]2)[cH:124][cH:125]1>>[c:2]1(-[c:24]2[cH:23][cH:22][c:21]([O:20][CH:19]([F:18])[F:36])[cH:26][cH:25]2)[cH:3][n:4][c:5]([NH:8][c:9]2[cH:10][cH:11][c:12]([C:13](=[O:14])[OH:15])[cH:16][cH:17]2)[n:6][cH:7]1. Starting materials: O=C(O)c1ccc(Nc2ncc(Br)cn2)cc1, C1COCCO1, CC1(C)OB(c2ccc(OC(F)F)cc2)OC1(C)C, [K+], [K+], O=C([O-])[O-], c1ccc(P(c2ccccc2)(c2ccccc2)[Pd](P(c2ccccc2)(c2ccccc2)c2ccccc2)(P(c2ccccc2)(c2ccccc2)c2ccccc2)P(c2ccccc2)(c2ccccc2)c2ccccc2)cc1. Product: O=C(O)c1ccc(Nc2ncc(-c3ccc(OC(F)F)cc3)cn2)cc1. Reactants: ClCCC(=O)Cl.ClC1=C(C=CC=C1)OC(CCCl)=O (3-Chloro-propanoic acid 2-chlorophenyl ester 3-chloropropionylchloride), ClC1=C(C=CC=C1)O (2-chlorophenol). Run at temperature 75 celsius. Yields the product ClC1=C(C=CC=C1)OC(CCCl)=O (3-chloro-propanoic acid 2-chlorophenyl ester). As a reaction SMILES: ClCCC(Cl)=O.[Cl:7][C:8]1[CH:13]=[CH:12][CH:11]=[CH:10][C:9]=1[O:14][C:15](=[O:19])[CH2:16][CH2:17][Cl:18].ClC1C=CC=CC=1O>>[Cl:7][C:8]1[CH:13]=[CH:12][CH:11]=[CH:10][C:9]=1[O:14][C:15](=[O:19])[CH2:16][CH2:17][Cl:18] |f:0.1|. Reported procedure: 3-Chloro-propanoic acid 2-chlorophenyl ester 3-chloropropionylchloride (14 ml) was added to 2-chlorophenol (18.18 g) and the mixture was stirred and heated at 60° C. for 1 hour, at 75° C. for 1 hour and left over the weekend at ambient temperature. The compound was purified by destination in vacuo to give 19,7 g (b.p. 91-94° C. 0.08 mm Hg) of 3-chloro-propanoic acid 2-chlorophenyl ester. The reactants are C(C)C=1N=C(SC1)C1=CC(=C(OCCCOC=2C=C3C=CN(C3=CC2)CC(=O)OC)C=C1)CCC (methyl (5-{3-[4-(4-ethyl-1,3-thiazol-2-yl)-2-propylphenoxy]propoxy}-1H-indol-1-yl)acetate), O[Li].O (LiOH.H2O). Run in C1CCOC1 (THF), O (water). Conditions: time 12 hour. The product is C(C)C=1N=C(SC1)C1=CC(=C(OCCCOC=2C=C3C=CN(C3=CC2)CC(=O)O)C=C1)CCC ((5-{3-[4-(4-ethyl-1,3-thiazol-2-yl)-2-propylphenoxy]propoxy}-1H-indol-1-yl)acetic acid). The yield is 75.5%. RXN SMILES: [CH2:1]([C:3]1[N:4]=[C:5]([C:8]2[CH:32]=[CH:31][C:11]([O:12][CH2:13][CH2:14][CH2:15][O:16][C:17]3[CH:18]=[C:19]4[C:23](=[CH:24][CH:25]=3)[N:22]([CH2:26][C:27]([O:29]C)=[O:28])[CH:21]=[CH:20]4)=[C:10]([CH2:33][CH2:34][CH3:35])[CH:9]=2)[S:6][CH:7]=1)[CH3:2].O[Li].O>C1COCC1.O>[CH2:1]([C:3]1[N:4]=[C:5]([C:8]2[CH:32]=[CH:31][C:11]([O:12][CH2:13][CH2:14][CH2:15][O:16][C:17]3[CH:18]=[C:19]4[C:23](=[CH:24][CH:25]=3)[N:22]([CH2:26][C:27]([OH:29])=[O:28])[CH:21]=[CH:20]4)=[C:10]([CH2:33][CH2:34][CH3:35])[CH:9]=2)[S:6][CH:7]=1)[CH3:2] |f:1.2|. Procedure: To a solution of methyl (5-{3-[4-(4-ethyl-1,3-thiazol-2-yl)-2-propylphenoxy]propoxy}-1H-indol-1-yl)acetate (Example 53, 89 mg, 0.18 mmol) in 3.0 mL THF, was added LiOH.H2O (30 mg, 0.72 mmol) in water (1.0 mL). The mixture was stirred for 12 h at rt. The solvents were evaporated and the residue was suspended in a small volume of water. The pH of the mixture was adjusted to 3 with 1 N HCl. The aqueous layer was extracted with ethyl acetate. The combined organic layers were concentrated to give 65 ...